From a dataset of the Open Reaction Database (ORD), a public repository of structured organic reaction records. describe an organic reaction: reactants, conditions, products, and yield Starting materials: C(C#CC)N1C(=NC=2N=C(N(C(C12)=O)CC1=C(C=CC=C1)C#N)Cl)N1CCN(CC1)C(=O)OC(C)(C)C (t-butyl 4-[7-(2-butynyl)-2-chloro-1-(2-cyano benzyl)-6-oxo-6,7-dihydro-1H-purin-8-yl]piperazine-1-carboxylate), aqueous solution, CNC (dimethylamine). Run in CN(C=O)C (N,N-dimethylformamide). Conditions: time 2 hour. Yields the product C(C#CC)N1C(=NC=2N=C(N(C(C12)=O)CC1=C(C=CC=C1)C#N)N(C)C)N1CCN(CC1)C(=O)OC(C)(C)C (t-Butyl 4-[7-(2-butynyl)-1-(2-cyanobenzyl)-2-dimethylamino-6-oxo-6,7-dihydro-1H-purin-8-yl]piperazine-1-carboxylate). As a reaction SMILES: [CH2:1]([N:5]1[C:13]2[C:12](=[O:14])[N:11]([CH2:15][C:16]3[CH:21]=[CH:20][CH:19]=[CH:18][C:17]=3[C:22]#[N:23])[C:10](Cl)=[N:9][C:8]=2[N:7]=[C:6]1[N:25]1[CH2:30][CH2:29][N:28]([C:31]([O:33][C:34]([CH3:37])([CH3:36])[CH3:35])=[O:32])[CH2:27][CH2:26]1)[C:2]#[C:3][CH3:4].[CH3:38][NH:39][CH3:40]>CN(C)C=O>[CH2:1]([N:5]1[C:13]2[C:12](=[O:14])[N:11]([CH2:15][C:16]3[CH:21]=[CH:20][CH:19]=[CH:18][C:17]=3[C:22]#[N:23])[C:10]([N:39]([CH3:40])[CH3:38])=[N:9][C:8]=2[N:7]=[C:6]1[N:25]1[CH2:30][CH2:29][N:28]([C:31]([O:33][C:34]([CH3:37])([CH3:36])[CH3:35])=[O:32])[CH2:27][CH2:26]1)[C:2]#[C:3][CH3:4]. Procedure details: A mixture consisting of 8 mg of t-butyl 4-[7-(2-butynyl)-2-chloro-1-(2-cyano benzyl)-6-oxo-6,7-dihydro-1H-purin-8-yl]piperazine-1-carboxylate, 20 μl of an aqueous solution of 50% dimethylamine, and 0.2 ml of N,N-dimethylformamide was stirred at room temperature for 2 hours. The reaction solution was extracted with ethyl acetate and water. The organic layer was washed with water and with saturated brine, and concentrated. The residue was separated by silica gel thin-layer chromatography using 70%... Reactants: C(C)(=O)OC1=C(C(=O)NC2=C(C(=O)OC)C=C(C=C2)NC(C2=C(C=CC=C2)OC(C)=O)=O)C=CC=C1 (methyl 2,5-bis(2'-acetoxybenzamido)-benzoate), C([O-])([O-])=O.[Na+].[Na+] (sodium carbonate), C(C)(=O)O (acetic acid). Solvent: CO (methanol), O (water), O (water). Conditions: time 30 minute. Product: C(C=1C(O)=CC=CC1)(=O)NC1=C(C(=O)OC)C=C(C=C1)NC(C=1C(O)=CC=CC1)=O (methyl 2,5-bis(salicylamido)-benzoate). Isolated yield 86.5%. RXN SMILES: C([O:4][C:5]1[CH:36]=[CH:35][CH:34]=[CH:33][C:6]=1[C:7]([NH:9][C:10]1[CH:19]=[CH:18][C:17]([NH:20][C:21](=[O:32])[C:22]2[CH:27]=[CH:26][CH:25]=[CH:24][C:23]=2[O:28]C(=O)C)=[CH:16][C:11]=1[C:12]([O:14][CH3:15])=[O:13])=[O:8])(=O)C.C(=O)([O-])[O-].[Na+].[Na+].C(O)(=O)C>CO.O>[C:7]([NH:9][C:10]1[CH:19]=[CH:18][C:17]([NH:20][C:21](=[O:32])[C:22]2[C:23](=[CH:24][CH:25]=[CH:26][CH:27]=2)[OH:28])=[CH:16][C:11]=1[C:12]([O:14][CH3:15])=[O:13])(=[O:8])[C:6]1[C:5](=[CH:36][CH:35]=[CH:34][CH:33]=1)[OH:4] |f:1.2.3|. Procedure: In 150 ml methanol was dissolved 5.3 g of methyl 2,5-bis(2'-acetoxybenzamido)-benzoate obtained in Example 3. To the solution was added 2.5 g of sodium carbonate dissolved in 40 ml of water and then the mixture was stirred at room temperature for 30 minutes. The mixture was poured into 500 ml of water containing 10 ml of acetic acid to precipitate crystals. The crystals were recovered by filtration, washed with water, dried and recrystallized from ethyl acetate to yield 3.8 g of methyl 2,5-bis(s... The reactants are C(C)OC(C1=CC=C(C=C1)C=C(Br)Br)=O (ethyl-4-(2,2-dibromoethenyl)benzoate), [H-].C(C(C)C)[Al+]CC(C)C (diisobutyl aluminiumhydride), Cl (hydrochloric acid). Solvent: ClCCl (dichloromethane). The product is BrC(=CC1=CC=C(CO)C=C1)Br (4-(2,2-dibromoethenyl)benzyl alcohol). Yield: 109.6%. As a reaction SMILES: C([O:3][C:4](=O)[C:5]1[CH:10]=[CH:9][C:8]([CH:11]=[C:12]([Br:14])[Br:13])=[CH:7][CH:6]=1)C.[H-].C([Al+]CC(C)C)C(C)C.Cl>ClCCl>[Br:13][C:12]([Br:14])=[CH:11][C:8]1[CH:9]=[CH:10][C:5]([CH2:4][OH:3])=[CH:6][CH:7]=1 |f:1.2|. Procedure: The above ester (3.32 g) in dichloromethane (10 ml) at 0.20° under nitrogen was treated with diisobutyl aluminiumhydride (21 ml). After 1 hour at 0° C. dilute hydrochloric acid was added and the mixture worked up in the normal manner to give 4-(2,2-dibromoethenyl)benzyl alcohol (3.18 g). NMR 1H 7.50(2H,d), 7.41(1H,s), 7.20(2H,d), 4.33(2H,s), 3.65(1H,s).